From a dataset of the Open Reaction Database (ORD), a public repository of structured organic reaction records. describe an organic reaction: reactants, conditions, products, and yield The reactants are CS(C)=O, Nc1cc(Cl)c(I)cc1[N+](=O)[O-], [K+], [OH-], C=CCO. Yields the product C=CCOc1cc(N)c([N+](=O)[O-])cc1I. Reaction SMILES: [CH3:19][S:20]([CH3:21])=[O:22].[Cl:1][c:2]1[c:3]([I:12])[cH:4][c:5]([N+:9](=[O:10])[O-:11])[c:6]([NH2:8])[cH:7]1.[K+:18].[OH-:17].[OH:13][CH2:14][CH:15]=[CH2:16]>>[c:2]1([O:13][CH2:14][CH:15]=[CH2:16])[c:3]([I:12])[cH:4][c:5]([N+:9](=[O:10])[O-:11])[c:6]([NH2:8])[cH:7]1. The reactants are [Al+3], C1CCOC1, COC(=O)N1CCC(c2n[nH]c3cc(Br)ccc23)CC1, [H-], [H-], [H-], [H-], [Li+], O. Yields the product CN1CCC(c2n[nH]c3cc(Br)ccc23)CC1. Reaction SMILES: [Al+3:2].[CH2:28]1[O:29][CH2:30][CH2:31][CH2:32]1.[CH3:7][O:8][C:9](=[O:10])[N:11]1[CH2:12][CH2:13][CH:14]([c:17]2[n:18][nH:19][c:20]3[cH:21][c:22]([Br:26])[cH:23][cH:24][c:25]23)[CH2:15][CH2:16]1.[H-:1].[H-:4].[H-:5].[H-:6].[Li+:3].[OH2:27]>>[CH3:9][N:11]1[CH2:12][CH2:13][CH:14]([c:17]2[n:18][nH:19][c:20]3[cH:21][c:22]([Br:26])[cH:23][cH:24][c:25]23)[CH2:15][CH2:16]1. Reactants: Cl (hydrochloric acid), C(=O)(O)C(CNC1=C(C(=O)O)C=CC(=C1)Cl)CCC (2-carboxypentylamino-4-chlorobenzoic Acid), [OH-].[Na+] (sodium hydroxide), [O-]C#N.[Na+] (sodium cyanate), O (water), [O-]C#N.[Na+] (sodium cyanate), Cl (hydrochloric acid), [OH-].[Na+] (sodium hydroxide). Reaction conditions: time 1 hour. Product: ClC1=CC=C2C(NC(N(C2=C1)CC(=O)O)=O)=O (7-chloro-1-carboxymethyl-2,4 (1H, 3H)-quinazolinedione). The yield is 87.6%. As a reaction SMILES: C([CH:4](CCC)[CH2:5][NH:6][C:7]1[CH:15]=[C:14]([Cl:16])[CH:13]=[CH:12][C:8]=1[C:9]([OH:11])=O)(O)=O.[OH-:20].[Na+].[O-:22][C:23]#[N:24].[Na+].Cl.[OH2:27]>>[Cl:16][C:14]1[CH:15]=[C:7]2[C:8]([C:9](=[O:11])[NH:24][C:23](=[O:22])[N:6]2[CH2:5][C:4]([OH:27])=[O:20])=[CH:12][CH:13]=1 |f:1.2,3.4|. Procedure details: A solution of 2-carboxymethylamino-4-chlorobenzoic acid (VIII) (5 g), 25% aqueous sodium hydroxide (8.57 g) and sodium cyanate (1.67 g) in water (65 ml) was reacted at 35° C. for one hour, adjusting to pH 5.7 with concentrated hydrochloric acid. Then, the reaction was conducted by 5 times-addition of sodium cyanate (0.42 g) every 30 minutes. 25% aqueous sodium hydroxide (7.88 g) was added to this reaction solution, the reaction was conducted at 60 to 65° C. for one hour, and then concentrated hy... The reactants are CC(C)N1CCN(C(=O)C2CCC(Oc3ccc(Br)cn3)CC2)CC1, Cc1ccccc1, CCOC(C)=O, OB(O)c1ccc(F)c(F)c1, [Na+], [Na+], O=C([O-])[O-], O, c1ccc(P(c2ccccc2)(c2ccccc2)[Pd](P(c2ccccc2)(c2ccccc2)c2ccccc2)(P(c2ccccc2)(c2ccccc2)c2ccccc2)P(c2ccccc2)(c2ccccc2)c2ccccc2)cc1. The product is CC(C)N1CCN(C(=O)C2CCC(Oc3ccc(-c4ccc(F)c(F)c4)cn3)CC2)CC1. RXN SMILES: [Br:1][c:2]1[cH:3][cH:4][c:5]([O:8][CH:9]2[CH2:10][CH2:11][CH:12]([C:15](=[O:16])[N:17]3[CH2:18][CH2:19][N:20]([CH:23]([CH3:24])[CH3:25])[CH2:21][CH2:22]3)[CH2:13][CH2:14]2)[n:6][cH:7]1.[CH3:43][c:44]1[cH:45][cH:46][cH:47][cH:48][cH:49]1.[CH3:50][CH2:51][O:52][C:53]([CH3:54])=[O:55].[F:26][c:27]1[cH:28][c:29]([B:34]([OH:35])[OH:36])[cH:30][cH:31][c:32]1[F:33].[Na+:37].[Na+:38].[O-:39][C:40](=[O:41])[O-:42].[OH2:133].[cH:56]1[cH:57][cH:58][c:59]([P:60]([Pd:61]([P:62]([c:63]2[cH:64][cH:65][cH:66][cH:67][cH:68]2)([c:69]2[cH:70][cH:71][cH:72][cH:73][cH:74]2)[c:75]2[cH:76][cH:77][cH:78][cH:79][cH:80]2)([P:81]([c:82]2[cH:83][cH:84][cH:85][cH:86][cH:87]2)([c:88]2[cH:89][cH:90][cH:91][cH:92][cH:93]2)[c:94]2[cH:95][cH:96][cH:97][cH:98][cH:99]2)[P:100]([c:101]2[cH:102][cH:103][cH:104][cH:105][cH:106]2)([c:107]2[cH:108][cH:109][cH:110][cH:111][cH:112]2)[c:113]2[cH:114][cH:115][cH:116][cH:117][cH:118]2)([c:119]2[cH:120][cH:121][cH:122][cH:123][cH:124]2)[c:125]2[cH:126][cH:127][cH:128][cH:129][cH:130]2)[cH:131][cH:132]1>>[c:2]1(-[c:29]2[cH:28][c:27]([F:26])[c:32]([F:33])[cH:31][cH:30]2)[cH:3][cH:4][c:5]([O:8][CH:9]2[CH2:10][CH2:11][CH:12]([C:15](=[O:16])[N:17]3[CH2:18][CH2:19][N:20]([CH:23]([CH3:24])[CH3:25])[CH2:21][CH2:22]3)[CH2:13][CH2:14]2)[n:6][cH:7]1. The reactants are C(C)(C)(C)OC(=O)NC1=C(C2=C(S1)C=C(C=C2)C2=CC=C(C=C2)F)C(=O)O (2-tert-Butoxycarbonylamino-6-(4-fluoro-phenyl)-benzo[b]thiophene-3-carboxylic Acid), C(=O)(N1C=NC=C1)N1C=NC=C1 (1,1′-carbonyl diimidazole), resultant solution, [OH-].[NH4+] (ammonium hydroxide). Product: hexanes ethyl acetate, C(C)(C)(C)OC(NC1=C(C2=C(S1)C=C(C=C2)C2=CC=C(C=C2)F)C(N)=O)=O ([3-Carbamoyl-6-(4-fluoro-phenyl)-benzo[b]thiophene-2-yl]-carbamic Acid Tert-butyl Ester). The solvent is CN(C)C=O (DMF), [Cl-].[Na+].O (brine). Yield: 32.7%. Reaction SMILES: [C:1]([O:5][C:6]([NH:8][C:9]1[S:13][C:12]2[CH:14]=[C:15]([C:18]3[CH:23]=[CH:22][C:21]([F:24])=[CH:20][CH:19]=3)[CH:16]=[CH:17][C:11]=2[C:10]=1[C:25]([OH:27])=O)=[O:7])([CH3:4])([CH3:3])[CH3:2].C(N1C=CN=C1)([N:30]1C=CN=C1)=O.[OH-].[NH4+]>CN(C=O)C.[Cl-].[Na+].O>[C:1]([O:5][C:6](=[O:7])[NH:8][C:9]1[S:13][C:12]2[CH:14]=[C:15]([C:18]3[CH:23]=[CH:22][C:21]([F:24])=[CH:20][CH:19]=3)[CH:16]=[CH:17][C:11]=2[C:10]=1[C:25](=[O:27])[NH2:30])([CH3:4])([CH3:3])[CH3:2] |f:2.3,5.6.7|. Procedure: To a solution of 1g (150 mg, 0.38 mmol) in DMF (3 mL) was added 1,1′-carbonyl diimidazole (125 mg, 0.78 mmol). The resultant solution was stirred at room temperature for 1 h and mixed with ammonium hydroxide (37%, 5 mL). The mixture was diluted with brine solution (10 mL) and extracted with ethyl acetate (20 mL, 3×). The combined organic phases were dried over MgSO4, filtered, and concentrated. Flash chromatography (hexanes/ethyl acetate, 1:1) then provided the title compound (48 mg, 32%) as a w...